From a dataset of the Open Reaction Database (ORD), a public repository of structured organic reaction records. describe an organic reaction: reactants, conditions, products, and yield Reactants: C(C1=CC=CC=C1)N1N=C2C=C(C=CC2=C1)B1OC(C(O1)(C)C)(C)C (2-benzyl-6-(4,4,5,5-tetramethyl-{1,3,2]dioxaborolan-2-yl)-2H-indazole), Cl.C1(=CC=CC=C1)N1N=C2C=C(C=CC2=C1)C=1C=C(N2N=CN=C(C21)N)C2CNCCC2 (5-(2-phenyl-2H-indazol-6-yl)-7-piperidin-3-ylpyrrolo[2,1-f][1,2,4]triazin-4-amine hydrochloride). Run in C(Cl)(Cl)Cl.C(C)(C)O (CHCl3 isopropanol). Yields the product C1(=CC=CC=C1)N1N=C2C=C(C=CC2=C1)C=1C=C(N2N=CN=C(C21)N)C2CNCCC2 (5-(2-phenyl-2H-indazol-6-yl)-7-piperidin-3-ylpyrrolo[2,1-f][1,2,4]triazin-4-amine). Reaction SMILES: C(N1C=C2C(C=C(B3OC(C)(C)C(C)(C)O3)C=C2)=N1)C1C=CC=CC=1.Cl.[C:27]1([N:33]2[CH:41]=[C:40]3[C:35]([CH:36]=[C:37]([C:42]4[CH:43]=[C:44]([CH:52]5[CH2:57][CH2:56][CH2:55][NH:54][CH2:53]5)[N:45]5[C:50]=4[C:49]([NH2:51])=[N:48][CH:47]=[N:46]5)[CH:38]=[CH:39]3)=[N:34]2)[CH:32]=[CH:31][CH:30]=[CH:29][CH:28]=1>C(Cl)(Cl)Cl.C(O)(C)C>[C:27]1([N:33]2[CH:41]=[C:40]3[C:35]([CH:36]=[C:37]([C:42]4[CH:43]=[C:44]([CH:52]5[CH2:57][CH2:56][CH2:55][NH:54][CH2:53]5)[N:45]5[C:50]=4[C:49]([NH2:51])=[N:48][CH:47]=[N:46]5)[CH:38]=[CH:39]3)=[N:34]2)[CH:28]=[CH:29][CH:30]=[CH:31][CH:32]=1 |f:1.2,3.4|. Reported procedure: Using the procedures described in Steps 1-6 of Intermediate SS and substituting 2-phenyl-6-(4,4,5,5-tetramethyl-1,3,2-dioxaborolan-2-yl)-2H-Indazole for Intermediate C, 5-(2-phenyl-2H-indazol-6-yl)-7-piperidin-3-ylpyrrolo[2,1-f][1,2,4]triazin-4-amine hydrochloride was prepared. The salt was dissolved in 3:1 CHCl3/isopropanol (25 mL). The mixture was washed with saturated, aqueous NaHCO3 (25 mL), brine, dried (Na2SO4) and concentrated to dryness to afford the title compound. 1H NMR (400 MHz, DMSO... Starting materials: ClC=1C=C2N=C(C(=NC2=CC1)N)N (6-chloro-2,3-diamino-quinoxaline), C(CC)(=O)OC(CC)=O (propionic anhydride). The solvent is C(CC)(=O)O (propionic acid). Product: ClC=1C=C2N=C3C(=NC2=CC1)NC(=N3)CC (6-chloro-2-ethyl-1H-imidazo[4,5-b]quinoxaline). Yield: 88.1%. As a reaction SMILES: [Cl:1][C:2]1[CH:3]=[C:4]2[C:9](=[CH:10][CH:11]=1)[N:8]=[C:7]([NH2:12])[C:6]([NH2:13])=[N:5]2.[C:14](OC(=O)CC)(=O)[CH2:15][CH3:16]>C(O)(=O)CC>[Cl:1][C:2]1[CH:3]=[C:4]2[C:9](=[CH:10][CH:11]=1)[N:8]=[C:7]1[NH:12][C:14]([CH2:15][CH3:16])=[N:13][C:6]1=[N:5]2. Procedure: 78 G (0.4 mole) of 6-chloro-2,3-diamino-quinoxaline were dissolved in 500 ml of anhydrous propionic acid and 105 g (0.8 mole) of propionic anhydride were added thereto. The reaction mixture was heated to the boil under reflux for 5 hours. After cooling, the solvent was distilled off in vacuo, the residue was taken up in dilute sodium hydroxide solution, the mixture was filtered, the filtrate was acidified with dilute hydrochloric acid and the resulting precipitate was filtered off. It was well w... Yields the product CC(C)(C)c1nc(-c2cccc(NS(=O)(=O)c3cc(F)ccc3F)c2F)c(-c2ccncn2)s1. Reactants: CCO, CO, CC(C)(C)c1nc(-c2cccc(NS(=O)(=O)c3cc(F)ccc3F)c2F)c(-c2ccnc(Cl)n2)s1. Reaction SMILES: [CH3:36][CH2:37][OH:38].[CH3:39][OH:40].[Cl:1][c:2]1[n:3][cH:4][cH:5][c:6](-[c:8]2[c:9](-[c:17]3[c:18]([F:35])[c:19]([NH:23][S:24](=[O:25])(=[O:26])[c:27]4[c:28]([F:34])[cH:29][cH:30][c:31]([F:33])[cH:32]4)[cH:20][cH:21][cH:22]3)[n:10][c:11]([C:13]([CH3:14])([CH3:15])[CH3:16])[s:12]2)[n:7]1>>[cH:2]1[n:3][cH:4][cH:5][c:6](-[c:8]2[c:9](-[c:17]3[c:18]([F:35])[c:19]([NH:23][S:24](=[O:25])(=[O:26])[c:27]4[c:28]([F:34])[cH:29][cH:30][c:31]([F:33])[cH:32]4)[cH:20][cH:21][cH:22]3)[n:10][c:11]([C:13]([CH3:14])([CH3:15])[CH3:16])[s:12]2)[n:7]1. The reactants are CCO, Cl, CCOC(=O)c1cnn(-c2ccc(-n3cc(OC)c(=O)c(-c4ccnn4-c4ccccc4)n3)c(F)c2)c1O, [Na+], [OH-], O. The product is COc1cn(-c2ccc(-n3nccc3O)cc2F)nc(-c2ccnn2-c2ccccc2)c1=O. Reaction SMILES: [CH3:41][CH2:42][OH:43].[ClH:44].[F:1][c:2]1[cH:3][c:4](-[n:28]2[n:29][cH:30][c:31]([C:34]([O:35][CH2:36][CH3:37])=[O:38])[c:32]2[OH:33])[cH:5][cH:6][c:7]1-[n:8]1[n:9][c:10](-[c:17]2[cH:18][cH:19][n:20][n:21]2-[c:22]2[cH:23][cH:24][cH:25][cH:26][cH:27]2)[c:11](=[O:16])[c:12]([O:14][CH3:15])[cH:13]1.[Na+:40].[OH-:39].[OH2:45]>>[F:1][c:2]1[cH:3][c:4](-[n:28]2[n:29][cH:30][cH:31][c:32]2[OH:33])[cH:5][cH:6][c:7]1-[n:8]1[n:9][c:10](-[c:17]2[cH:18][cH:19][n:20][n:21]2-[c:22]2[cH:23][cH:24][cH:25][cH:26][cH:27]2)[c:11](=[O:16])[c:12]([O:14][CH3:15])[cH:13]1. Solvent: O (water). Product: CSC1=CC=C(C=C1)C=C(C(=O)OCC)C(=O)OCC (diethyl 2-[[4-(methylthio)phenyl]methylene]propanedioate). The reactants are CSC1=CC=C(C=O)C=C1 (4-(Methylthio)Benzaldehyde), C(CC(=O)OCC)(=O)OCC (diethyl malonate), C1(=CC=CC=C1)C (toluene). Reported procedure: 4-(Methylthio)Benzaldehyde (3.04 g, .02 mol), diethyl malonate (3.20 g. .02 mol), toluene (25 mL), piperidine (4 drops) and acetic acid (2 drops) are mixed and heated at reflux for 2 hours with the water formed being removed azeotropically. The solution is cooled and 25 mL of water added stirring. After separation of the layers, the toluene is evaporated from the organic layer to yield the product, diethyl 2-[[4-(methylthio)phenyl]methylene]propanedioate, in essentially quantitative yield. When ... Reagents/catalysts: N1CCCCC1 (piperidine), C(C)(=O)O (acetic acid). RXN SMILES: [CH3:1][S:2][C:3]1[CH:10]=[CH:9][C:6]([CH:7]=O)=[CH:5][CH:4]=1.[C:11]([O:19][CH2:20][CH3:21])(=[O:18])[CH2:12][C:13]([O:15][CH2:16][CH3:17])=[O:14].C1(C)C=CC=CC=1>N1CCCCC1.C(O)(=O)C.O>[CH3:1][S:2][C:3]1[CH:10]=[CH:9][C:6]([CH:7]=[C:12]([C:13]([O:15][CH2:16][CH3:17])=[O:14])[C:11]([O:19][CH2:20][CH3:21])=[O:18])=[CH:5][CH:4]=1. The reactants are OC=1C=CC=C2C=CC=NC12 (8-hydroxyquinoline), BrC=1C=CC2=C(N(C3=C2CN(CCC3)C(=O)OC(C)(C)C)C)N1 (tert-butyl 2-bromo-10-methyl-7,8,9,10-tetrahydropyrido[3′,2′:4,5]pyrrolo[3,2-c]azepine-6(5H)-carboxylate), C(C1=CC=CC=C1)OC1=CC(NC=C1)=O (4-benzyloxypyridinone), C(=O)([O-])[O-].[Cs+].[Cs+] (Cs2CO3). The reagents and catalysts are [Cu](I)I (copper iodide). Solvent: CS(=O)C (DMSO). Run at temperature 130 celsius, time 15 minute. Yields the product C(C1=CC=CC=C1)OC1=CC(N(C=C1)C=1C=CC2=C(N(C3=C2CN(CCC3)C(=O)OC(C)(C)C)C)N1)=O (tert-Butyl 2-(4-(benzyloxy)-2-oxopyridin-1(2H)-yl)-10-methyl-7,8,9,10-tetrahydropyrido[3′,2′:4,5]pyrrolo[3,2-c]azepine-6(5H)-carboxylate). Yield: 70.4%. Reaction SMILES: Br[C:2]1[CH:3]=[CH:4][C:5]2[C:9]3[CH2:10][N:11]([C:15]([O:17][C:18]([CH3:21])([CH3:20])[CH3:19])=[O:16])[CH2:12][CH2:13][CH2:14][C:8]=3[N:7]([CH3:22])[C:6]=2[N:23]=1.[CH2:24]([O:31][C:32]1[CH:37]=[CH:36][NH:35][C:34](=[O:38])[CH:33]=1)[C:25]1[CH:30]=[CH:29][CH:28]=[CH:27][CH:26]=1.C([O-])([O-])=O.[Cs+].[Cs+].OC1C=CC=C2C=1N=CC=C2>CS(C)=O.[Cu](I)I>[CH2:24]([O:31][C:32]1[CH:37]=[CH:36][N:35]([C:2]2[CH:3]=[CH:4][C:5]3[C:9]4[CH2:10][N:11]([C:15]([O:17][C:18]([CH3:21])([CH3:20])[CH3:19])=[O:16])[CH2:12][CH2:13][CH2:14][C:8]=4[N:7]([CH3:22])[C:6]=3[N:23]=2)[C:34](=[O:38])[CH:33]=1)[C:25]1[CH:26]=[CH:27][CH:28]=[CH:29][CH:30]=1 |f:2.3.4|. Reported procedure: A suspension of tert-butyl 2-bromo-10-methyl-7,8,9,10-tetrahydropyrido[3′,2′:4,5]pyrrolo[3,2-c]azepine-6(5H)-carboxylate (0.15 g, 0.40 mmol), 4-benzyloxypyridinone (80 mg, 0.40 mmol), and Cs2CO3 (0.14 g, 0.44 mmol) in DMSO (2.3 mL) was placed under vacuum for 15 min. The system was flushed with Ar, and 8-hydroxyquinoline (17 mg, 0.12 mmol) and copper iodide (91 mg, 0.48 mmol) were added to the suspension. The evacuation/Ar flushing process was repeated twice more, and the reaction mixture was he...